This data is from the Open Reaction Database (ORD), a public repository of structured organic reaction records. The task is: describe an organic reaction: reactants, conditions, products, and yield Starting materials: BrB(Br)Br, COc1ccc2c(C)n[nH]c2c1, ClCCl. The product is Cc1n[nH]c2cc(O)ccc12. RXN SMILES: [B:13]([Br:14])([Br:15])[Br:16].[CH3:1][O:2][c:3]1[cH:4][cH:5][c:6]2[c:7]([CH3:12])[n:8][nH:9][c:10]2[cH:11]1.[Cl:17][CH2:18][Cl:19]>>[OH:2][c:3]1[cH:4][cH:5][c:6]2[c:7]([CH3:12])[n:8][nH:9][c:10]2[cH:11]1. The reactants are O=C1NN=C2C=3C(=CC=CC13)NC(C2C2=CC=CC=C2)C2=CC=C(C=O)C=C2 (4-(3-oxo-9-phenyl-3,7,8,9-tetrahydro-2H-pyrido[4,3,2-de]phthalazin-8-yl)benzaldehyde), C(C)(=O)O (acetic acid), [BH4-].[Na+] (sodium borohydride), N1CCCC1 (pyrrolidine). Run in C(Cl)Cl (DCM). Conditions: time 8 hour. Product: C1(=CC=CC=C1)C1C(NC=2C=3C1=NNC(C3C=CC2)=O)C2=CC=C(C=C2)CN2CCCC2 (9-Phenyl-8-(4-(pyrrolidin-1-ylmethyl)phenyl)-8,9-dihydro-2H-pyrido[4,3,2-de]phthalazin-3(7H)-one). The yield is 14.7%. Reaction SMILES: [O:1]=[C:2]1[C:11]2[CH:10]=[CH:9][CH:8]=[C:7]3[NH:12][CH:13]([C:21]4[CH:28]=[CH:27][C:24]([CH:25]=O)=[CH:23][CH:22]=4)[CH:14]([C:15]4[CH:20]=[CH:19][CH:18]=[CH:17][CH:16]=4)[C:5]([C:6]=23)=[N:4][NH:3]1.C(O)(=O)C.[NH:33]1[CH2:37][CH2:36][CH2:35][CH2:34]1.[BH4-].[Na+]>C(Cl)Cl>[C:15]1([CH:14]2[C:5]3=[N:4][NH:3][C:2](=[O:1])[C:11]4[CH:10]=[CH:9][CH:8]=[C:7]([C:6]=43)[NH:12][CH:13]2[C:21]2[CH:28]=[CH:27][C:24]([CH2:25][N:33]3[CH2:37][CH2:36][CH2:35][CH2:34]3)=[CH:23][CH:22]=2)[CH:16]=[CH:17][CH:18]=[CH:19][CH:20]=1 |f:3.4|. Procedure details: To a stirred solution of 4-(3-oxo-9-phenyl-3,7,8,9-tetrahydro-2H-pyrido[4,3,2-de]phthalazin-8-yl)benzaldehyde (367 mg, 1 mmol) in dry DCM (15 mL) was added acetic acid (0.2 mL) followed by pyrrolidine (213 mg, 3 mmol). After the addition, the mixture was stirred at room temperature overnight. Then sodium borohydride (318 mg, 1.5 mmol) was added at 0° C. After the addition, the mixture was stirred at this temperature for 12 hr. DCM was removed under reduced pressure. The residue was washed with e... Reaction SMILES: [CH2:1]([CH3:2])[c:3]1[s:4][c:5]([CH:13]2[CH2:14][CH2:15][O:16][CH2:17][CH2:18]2)[cH:6][c:7]1[C:8](=[O:9])[O:10][CH2:11][CH3:12].[CH2:20]([Al+:21][CH2:22][CH:23]([CH3:24])[CH3:25])[CH:26]([CH3:27])[CH3:28].[CH2:48]([Cl:49])[Cl:50].[CH3:41][c:42]1[cH:43][cH:44][cH:45][cH:46][cH:47]1.[ClH:29].[H-:19].[Na+:34].[Na+:35].[O:36]1[CH2:37][CH2:38][CH2:39][CH2:40]1.[S:30]([O-:31])([O-:32])=[O:33]>>[CH2:1]([CH3:2])[c:3]1[s:4][c:5]([CH:13]2[CH2:14][CH2:15][O:16][CH2:17][CH2:18]2)[cH:6][c:7]1[CH:8]=[O:9]. Starting materials: CCOC(=O)c1cc(C2CCOCC2)sc1CC, CC(C)C[Al+]CC(C)C, ClCCl, Cc1ccccc1, Cl, [H-], [Na+], [Na+], C1CCOC1, O=S([O-])[O-]. Product: CCc1sc(C2CCOCC2)cc1C=O. Starting materials: C1(=CC=CC=C1)C1(CCSCC1)C1=CC=CC=C1 (4,4-diphenyltetrahydrothiapyran), ClC=1C=C(C(=O)OO)C=CC1 (3-chloroperoxybenzoic acid), aqueous solution, C(O)([O-])=O.[K+] (potassium hydrogen carbonate). Solvent: ClCCl (dichloromethane), ClCCl (dichloromethane). Run at temperature 0 celsius, time 2 hour. Product: C1(=CC=CC=C1)C1(CCS(CC1)=O)C1=CC=CC=C1 (4,4-diphenyltetrahydrothiapyran 1-oxide). The yield is 99.6%. As a reaction SMILES: ClC1C=C(C=CC=1)C(OO)=[O:6].[C:12]1([C:18]2([C:24]3[CH:29]=[CH:28][CH:27]=[CH:26][CH:25]=3)[CH2:23][CH2:22][S:21][CH2:20][CH2:19]2)[CH:17]=[CH:16][CH:15]=[CH:14][CH:13]=1.C(=O)([O-])O.[K+]>ClCCl>[C:12]1([C:18]2([C:24]3[CH:29]=[CH:28][CH:27]=[CH:26][CH:25]=3)[CH2:19][CH2:20][S:21](=[O:6])[CH2:22][CH2:23]2)[CH:13]=[CH:14][CH:15]=[CH:16][CH:17]=1 |f:2.3|. Procedure details: A solution of 20.3 g of 3-chloroperoxybenzoic acid (at 85%) in 300 cm3 of dichloromethane is added over 40 minutes to a solution, cooled to 0° C., of 25.4 g of 4,4-diphenyltetrahydrothiapyran in 130 cm3 of dichloromethane After stirring for 2 hours at 0° C., 250 cm3 of a 5% aqueous solution of potassium hydrogen carbonate are added to the mixture and it is then stirred for 15 minutes. The organic phase is again washed with 250 cm3 of a solution of potassium hydrogen carbonate and it is then drie...